From a dataset of the Open Reaction Database (ORD), a public repository of structured organic reaction records. describe an organic reaction: reactants, conditions, products, and yield The reactants are N#Cc1nn(C2CCCCO2)c2cc(Br)ccc12, COc1cc(CC(F)(F)F)c(B2OC(C)(C)C(C)(C)O2)cc1F, [K+], [K+], [K+], C1COCCO1, O, O=P([O-])([O-])[O-], [Pd], c1ccc(P(c2ccccc2)c2ccccc2)cc1, c1ccc(P(c2ccccc2)c2ccccc2)cc1, c1ccc(P(c2ccccc2)c2ccccc2)cc1, c1ccc(P(c2ccccc2)c2ccccc2)cc1. Yields the product COc1cc(CC(F)(F)F)c(-c2ccc3c(C#N)nn(C4CCCCO4)c3c2)cc1F. As a reaction SMILES: [Br:1][c:2]1[cH:3][cH:4][c:5]2[c:6]([C:17]#[N:18])[n:7][n:8]([CH:11]3[O:12][CH2:13][CH2:14][CH2:15][CH2:16]3)[c:9]2[cH:10]1.[F:19][c:20]1[c:21]([O:40][CH3:41])[cH:22][c:23]([CH2:35][C:36]([F:37])([F:38])[F:39])[c:24]([B:26]2[O:27][C:28]([CH3:29])([CH3:30])[C:31]([CH3:32])([CH3:33])[O:34]2)[cH:25]1.[K+:47].[K+:48].[K+:49].[O:50]1[CH2:51][CH2:52][O:53][CH2:54][CH2:55]1.[OH2:56].[P:42]([O-:43])([O-:44])([O-:45])=[O:46].[Pd:57].[c:115]1([P:116]([c:117]2[cH:118][cH:119][cH:120][cH:121][cH:122]2)[c:123]2[cH:124][cH:125][cH:126][cH:127][cH:128]2)[cH:129][cH:130][cH:131][cH:132][cH:133]1.[c:58]1([P:59]([c:60]2[cH:61][cH:62][cH:63][cH:64][cH:65]2)[c:66]2[cH:67][cH:68][cH:69][cH:70][cH:71]2)[cH:72][cH:73][cH:74][cH:75][cH:76]1.[c:77]1([P:78]([c:79]2[cH:80][cH:81][cH:82][cH:83][cH:84]2)[c:85]2[cH:86][cH:87][cH:88][cH:89][cH:90]2)[cH:91][cH:92][cH:93][cH:94][cH:95]1.[c:96]1([P:97]([c:98]2[cH:99][cH:100][cH:101][cH:102][cH:103]2)[c:104]2[cH:105][cH:106][cH:107][cH:108][cH:109]2)[cH:110][cH:111][cH:112][cH:113][cH:114]1>>[c:2]1(-[c:24]2[c:23]([CH2:35][C:36]([F:37])([F:38])[F:39])[cH:22][c:21]([O:40][CH3:41])[c:20]([F:19])[cH:25]2)[cH:3][cH:4][c:5]2[c:6]([C:17]#[N:18])[n:7][n:8]([CH:11]3[O:12][CH2:13][CH2:14][CH2:15][CH2:16]3)[c:9]2[cH:10]1. Reactants: 5-L, CC(=C)C=CC (2-Methyl-1,3-pentadiene), C1(=CC=CC=C1)C(C=O)C (2-phenylpropanal), B(F)(F)F.CCOCC (borontrifluride etherate). Solvent: C1(=CC=CC=C1)C (toluene). Conditions: temperature 0 celsius, time 8 hour. Yields the product CC=1CC(OC(C1)C)C(C)C1=CC=CC=C1 (4,6-dimethyl-2-(1-phenyl-ethyl)-3,6-dihydro-2H-pyran). Yield: 24.9%. Reaction SMILES: B(F)(F)F.CCOCC.[C:10]1([CH:16]([CH3:19])[CH:17]=[O:18])[CH:15]=[CH:14][CH:13]=[CH:12][CH:11]=1.[CH3:20][C:21]([CH:23]=[CH:24][CH3:25])=[CH2:22]>C1(C)C=CC=CC=1>[CH3:20][C:21]1[CH2:22][CH:17]([CH:16]([C:10]2[CH:15]=[CH:14][CH:13]=[CH:12][CH:11]=2)[CH3:19])[O:18][CH:24]([CH3:25])[CH:23]=1 |f:0.1|. Procedure details: A 5-L reaction flask equipped with a reflux condenser was charged with toluene (1 L) and borontrifluride etherate (C4H10BF3O) (16 g, 0.012 mol). The reaction flask was cooled to 0° C. and 2-phenylpropanal (300 g, 2.23 mol) was added over 15 minutes. 2-Methyl-1,3-pentadiene (1.22 Kg, 4.92 mol) was added over 1 hour. During the feed, the reaction exothermed to 10° C. The reaction mixture was aged overnight and then quenched with aqueous sodium hydroxide (50%, 1 L). Vacuum distillation of the resul... Starting materials: C(C)C1=C(C=CC=C1)O (2-ethylphenol), CO3, ClC1=NC=C(C=C1)[N+](=O)[O-] (2-chloro-5-nitropyridine). Run in CN(C=O)C (N,N-dimethylformamide). Conditions: temperature 110 celsius. Yields the product C(C)C1=C(C=CC=C1)OC1=NC=C(C=C1)[N+](=O)[O-] (2-[(2-ethylphenyl)oxy]-5-nitropyridine). Reaction SMILES: Cl[C:2]1[CH:7]=[CH:6][C:5]([N+:8]([O-:10])=[O:9])=[CH:4][N:3]=1.[CH2:11]([C:13]1[CH:18]=[CH:17][CH:16]=[CH:15][C:14]=1[OH:19])[CH3:12]>CN(C)C=O>[CH2:11]([C:13]1[CH:18]=[CH:17][CH:16]=[CH:15][C:14]=1[O:19][C:2]1[CH:7]=[CH:6][C:5]([N+:8]([O-:10])=[O:9])=[CH:4][N:3]=1)[CH3:12]. Reported procedure: In a 20 mL microwave vial 2-chloro-5-nitropyridine (500 mg, 3.15 mmol) was dissolved in N,N-dimethylformamide (10 mL) to give a light brown solution. 2-ethylphenol (0.378 mL, 3.15 mmol) and K2 CO3 (1308 mg, 9.46 mmol) were added. The reaction vessel was sealed and heated in Biotage Initiator at 110° C. for 1 hour. After cooling the reaction was complete. The reaction mixture was quenched with 10 mL of water and diluted with 10 mL of Et2O. Phases were separated through a separating funnel. The or... Reactants: O=C([O-])[O-], CCCCN1C2COCC1CC(=O)C2, CCO, Cl, [K+], [K+], NO, O, c1ccncc1. The product is CCCCN1C2COCC1CC(=NO)C2. RXN SMILES: [C:24](=[O:25])([O-:26])[O-:27].[CH2:1]([CH2:2][CH2:3][CH3:4])[N:5]1[CH:6]2[CH2:7][O:8][CH2:9][CH:10]1[CH2:11][C:12](=[O:14])[CH2:13]2.[CH3:30][CH2:31][OH:32].[ClH:21].[K+:28].[K+:29].[NH2:22][OH:23].[OH2:33].[cH:15]1[cH:16][cH:17][n:18][cH:19][cH:20]1>>[CH2:1]([CH2:2][CH2:3][CH3:4])[N:5]1[CH:6]2[CH2:7][O:8][CH2:9][CH:10]1[CH2:11][C:12](=[N:22][OH:23])[CH2:13]2. Reactants: [Br-], CC(C)c1nc2c([nH]1)CCCCC2=O, Cc1ccccc1, CCCC[N+](CCCC)(CCCC)CCCC, [Cl-], Clc1ccc(CBr)cc1Cl, [NH4+], [Na+], [OH-]. The product is CC(C)c1nc2c(n1Cc1ccc(Cl)c(Cl)c1)C(=O)CCCC2. RXN SMILES: [Br-:34].[CH3:1][CH:2]([CH3:3])[c:4]1[n:5][c:6]2[c:7]([nH:8]1)[CH2:9][CH2:10][CH2:11][CH2:12][C:13]2=[O:14].[CH3:25][c:26]1[cH:27][cH:28][cH:29][cH:30][cH:31]1.[CH3:35][CH2:36][CH2:37][CH2:38][N+:39]([CH2:40][CH2:41][CH2:42][CH3:43])([CH2:44][CH2:45][CH2:46][CH3:47])[CH2:48][CH2:49][CH2:50][CH3:51].[Cl-:32].[Cl:15][c:16]1[cH:17][c:18]([CH2:19][Br:20])[cH:21][cH:22][c:23]1[Cl:24].[NH4+:33].[Na+:53].[OH-:52]>>[CH3:1][CH:2]([CH3:3])[c:4]1[n:5]([CH2:19][c:18]2[cH:17][c:16]([Cl:15])[c:23]([Cl:24])[cH:22][cH:21]2)[c:6]2[c:7]([n:8]1)[CH2:9][CH2:10][CH2:11][CH2:12][C:13]2=[O:14]. Starting materials: COC(=O)c1sc(-c2ccccc2)cc1NC(C)C, NC(=O)CCC(=O)NCl, ClCCCl, ClCCl, N#N, O=C1CCC(C(=O)O)CC1, c1ccc(P(c2ccccc2)c2ccccc2)cc1. The product is COC(=O)c1sc(-c2ccccc2)cc1N(C(=O)C1CCC(=O)CC1)C(C)C. RXN SMILES: [CH3:1][O:2][C:3](=[O:4])[c:5]1[s:6][c:7](-[c:14]2[cH:15][cH:16][cH:17][cH:18][cH:19]2)[cH:8][c:9]1[NH:10][CH:11]([CH3:12])[CH3:13].[Cl:20][NH:21][C:22](=[O:23])[CH2:24][CH2:25][C:26]([NH2:27])=[O:28].[Cl:60][CH2:61][CH2:62][Cl:63].[Cl:64][CH2:65][Cl:66].[N:58]#[N:59].[O:48]=[C:49]1[CH2:50][CH2:51][CH:52]([C:55](=[O:56])[OH:57])[CH2:53][CH2:54]1.[c:29]1([P:30]([c:31]2[cH:32][cH:33][cH:34][cH:35][cH:36]2)[c:37]2[cH:38][cH:39][cH:40][cH:41][cH:42]2)[cH:43][cH:44][cH:45][cH:46][cH:47]1>>[CH3:1][O:2][C:3](=[O:4])[c:5]1[s:6][c:7](-[c:14]2[cH:15][cH:16][cH:17][cH:18][cH:19]2)[cH:8][c:9]1[N:10]([CH:11]([CH3:12])[CH3:13])[C:55]([CH:52]1[CH2:51][CH2:50][C:49](=[O:48])[CH2:54][CH2:53]1)=[O:56]. Reactants: C(C)OC(C1=C(N=CC=C1)C#C)=O (2-ethynylnicotinic acid ethyl ester). Reagents/catalysts: [Pd].C(=O)([O-])[O-].[Ca+2] (Pd CaCO3). The solvent is C(C)(=O)OCC (ethyl acetate). Yields the product C(C)OC(C1=C(N=CC=C1)C=C)=O (2-vinylnicotinic acid ethyl ester). As a reaction SMILES: [CH2:1]([O:3][C:4](=[O:13])[C:5]1[CH:10]=[CH:9][CH:8]=[N:7][C:6]=1[C:11]#[CH:12])[CH3:2]>C(OCC)(=O)C.[Pd].C([O-])([O-])=O.[Ca+2]>[CH2:1]([O:3][C:4](=[O:13])[C:5]1[CH:10]=[CH:9][CH:8]=[N:7][C:6]=1[CH:11]=[CH2:12])[CH3:2] |f:2.3.4|. Procedure details: 3.45 g of 2-ethynylnicotinic acid ethyl ester are dissolved in 100 ml of ethyl acetate, 1 g of Lindler catalyst (5% Pd/CaCO3 lead poisoned) added and stirred under H2 (1 atm) until H2 absorption ceases. The reaction mixture is filtered through celite and the solvent removed by evaporation to yield the title compound as an oil. Reactants: C1OC2(CC3=CC[C@H]4[C@@H]5CCC([C@@]5(C)C[C@@H]([C@@H]4[C@H]3CC2)C2=CC=C(C=C2)C2=CC=C(C=C2)SC)=O)OC1 (3,3-(ethylenedioxy)-11β-[4'-(methylthio)[1,1'-biphenyl]-4-yl]-5-estren-17-one), I(=O)(=O)(=O)[O-].[Na+] (sodium periodate). The solvent is O1CCCC1 (tetrahydrofuran), CO (methanol), O (water). Run at time 8 hour. The product is C1OC2(CC3=CC[C@H]4[C@@H]5CCC([C@@]5(C)C[C@@H]([C@@H]4[C@H]3CC2)C2=CC=C(C=C2)C2=CC=C(C=C2)S(=O)C)=O)OC1 (3,3-(Ethylenedioxy)-11β-[4'-(methylsulfinyl)[1,1'-biphenyl]-4-yl]-5-estren-17-one). The yield is 67.9%. As a reaction SMILES: [CH2:1]1[CH2:37][O:36][C:3]2([CH2:20][CH2:19][C@H:18]3[C:5](=[CH:6][CH2:7][C@@H:8]4[C@@H:17]3[C@@H:16]([C:21]3[CH:26]=[CH:25][C:24]([C:27]5[CH:32]=[CH:31][C:30]([S:33][CH3:34])=[CH:29][CH:28]=5)=[CH:23][CH:22]=3)[CH2:15][C@@:13]3([CH3:14])[C@H:9]4[CH2:10][CH2:11][C:12]3=[O:35])[CH2:4]2)[O:2]1.I([O-])(=O)(=O)=[O:39].[Na+]>O1CCCC1.CO.O>[CH2:37]1[CH2:1][O:2][C:3]2([CH2:20][CH2:19][C@H:18]3[C:5](=[CH:6][CH2:7][C@@H:8]4[C@@H:17]3[C@@H:16]([C:21]3[CH:26]=[CH:25][C:24]([C:27]5[CH:28]=[CH:29][C:30]([S:33]([CH3:34])=[O:39])=[CH:31][CH:32]=5)=[CH:23][CH:22]=3)[CH2:15][C@@:13]3([CH3:14])[C@H:9]4[CH2:10][CH2:11][C:12]3=[O:35])[CH2:4]2)[O:36]1 |f:1.2|. Reported procedure: 494 mg of 3,3-(ethylenedioxy)-11β-[4'-(methylthio)[1,1'-biphenyl]-4-yl]-5-estren-17-one is dissolved in a mixture of 6 ml of tetrahydrofuran, 6 ml of methanol and 2 ml of water and mixed with 924 mg of sodium periodate. The reaction mixture is stirred at room temperature overnight, then filtered on Celite and the filtrate is diluted with ethyl acetate. The organic phase is washed with saturated sodium bicarbonate solution, dried on sodium sulfate and concentrated by evaporation in a vacuum. Afte...